Dataset: the Open Reaction Database (ORD), a public repository of structured organic reaction records. Task: describe an organic reaction: reactants, conditions, products, and yield Reactants: 68, ClC1=C(C=C(C=C1)[N+](=O)[O-])OC (1-chloro-2-methoxy-4-nitrobenzene), [OH-].[Na+] (sodium hydroxide), 43.2, ClC1=CC=C(C=C1)CC#N (4-chlorobenzeneacetonitrile), Cl (hydrochloric acid). The reagents and catalysts are [Cl-].C(C)[N+](CC1=CC=CC=C1)(CC)CC (N,N,N-triethylbenzenemethanaminium chloride). The solvent is O1CCCC1 (tetrahydrofuran), O1CCCC1 (tetrahydrofuran). Conditions: time 4 hour. The product is ClC1=CC=C(C=C1)C(C#N)C1=C(C=C(C=C1)[N+](=O)[O-])OC (α-(4-chlorophenyl)-2-methoxy-4-nitrobenzeneacetonitrile). As a reaction SMILES: Cl[C:2]1[CH:7]=[CH:6][C:5]([N+:8]([O-:10])=[O:9])=[CH:4][C:3]=1[O:11][CH3:12].[OH-].[Na+].[Cl:15][C:16]1[CH:21]=[CH:20][C:19]([CH2:22][C:23]#[N:24])=[CH:18][CH:17]=1.Cl>[Cl-].C([N+](CC)(CC)CC1C=CC=CC=1)C.O1CCCC1>[Cl:15][C:16]1[CH:21]=[CH:20][C:19]([CH:22]([C:2]2[CH:7]=[CH:6][C:5]([N+:8]([O-:10])=[O:9])=[CH:4][C:3]=2[O:11][CH3:12])[C:23]#[N:24])=[CH:18][CH:17]=1 |f:1.2,5.6|. Reported procedure: To a stirred mixture of 68 parts of 1-chloro-2-methoxy-4-nitrobenzene, 230 parts of a sodium hydroxide solution 50%, 5 parts of N,N,N-triethylbenzenemethanaminium chloride and 360 parts of tetrahydrofuran is added dropwise, during a 5 minutes period, a solution of 43.2 parts of 4-chlorobenzeneacetonitrile in 90 parts of tetrahydrofuran. Upon completion, stirring is continued for 4 hours at 60° C. The reaction mixture is poured into 2000 parts of crushed ice. The whole is acidified with concentra...